This data is from the Open Reaction Database (ORD), a public repository of structured organic reaction records. The task is: describe an organic reaction: reactants, conditions, products, and yield Reactants: ClC1=CC=C(CN2C(C3=C(C=C(C=C3C2)C2=NOC(=N2)CCl)C)=O)C=C1 (2-(4-chlorobenzyl)-5-(5-chloromethyl-[1,2,4]oxadiazol-3-yl)-7-methyl-2,3-dihydroisoindol-1-one), C(=O)([O-])[O-].[K+].[K+] (K2CO3), C(C)(C)(C)OC(=O)N1C[C@H](NCC1)C ((3R)-3-methylpiperazine-1-carboxylic acid tert-butyl ester). Run in CC#N (MeCN), O (water). Conditions: temperature 70 celsius. The product is ClC1=CC=C(CN2C(C3=C(C=C(C=C3C2)C2=NOC(=N2)CN2C(CNCC2)C)C)=O)C=C1 (2-(4-chlorobenzyl)-7-methyl-5-[5-(2-methylpiperazin-1-ylmethyl)-[1,2,4]oxadiazol-3-yl]-2,3-dihydroisoindol-1-one). Yield: 39.5%. RXN SMILES: [Cl:1][C:2]1[CH:26]=[CH:25][C:5]([CH2:6][N:7]2[CH2:15][C:14]3[C:9](=[C:10]([CH3:23])[CH:11]=[C:12]([C:16]4[N:20]=[C:19]([CH2:21]Cl)[O:18][N:17]=4)[CH:13]=3)[C:8]2=[O:24])=[CH:4][CH:3]=1.C([O-])([O-])=O.[K+].[K+].C(OC([N:40]1[CH2:45][CH2:44][NH:43][C@H:42]([CH3:46])[CH2:41]1)=O)(C)(C)C>CC#N.O>[Cl:1][C:2]1[CH:3]=[CH:4][C:5]([CH2:6][N:7]2[CH2:15][C:14]3[C:9](=[C:10]([CH3:23])[CH:11]=[C:12]([C:16]4[N:20]=[C:19]([CH2:21][N:43]5[CH2:44][CH2:45][NH:40][CH2:41][CH:42]5[CH3:46])[O:18][N:17]=4)[CH:13]=3)[C:8]2=[O:24])=[CH:25][CH:26]=1 |f:1.2.3|. Reported procedure: To a solution of 2-(4-chlorobenzyl)-5-(5-chloromethyl-[1,2,4]oxadiazol-3-yl)-7-methyl-2,3-dihydroisoindol-1-one (37 mg, 0.0952 mmol) in MeCN (4 mL) was added K2CO3 (39 mg, 0.286 mmol) and (3R)-3-methylpiperazine-1-carboxylic acid tert-butyl ester (38 mg, 0.190 mmol). The mixture was heated at 70° C. overnight, then diluted with water and extracted with EtOAc. The organic phase was washed with brine, dried (Na2SO4), filtered, and concentrated to a yellow oil. This residue was dissolved in 1:1 TFA... Starting materials: C[O-], CC(C)C1OCCN1CC(O)CCl, [Na+]. Product: CC(C)C1OCCN1CC1CO1. RXN SMILES: [CH3:14][O-:15].[Cl:1][CH2:2][CH:3]([CH2:4][N:5]1[CH:6]([CH:10]([CH3:11])[CH3:12])[O:7][CH2:8][CH2:9]1)[OH:13].[Na+:16]>>[CH2:2]1[CH:3]([CH2:4][N:5]2[CH:6]([CH:10]([CH3:11])[CH3:12])[O:7][CH2:8][CH2:9]2)[O:13]1. The reactants are ice, [Sn](Cl)(Cl)(Cl)Cl (tin tetrachloride), silylated thymine, COC1OC(CC1)OC (2,5-dimethoxytetrahydrofuran), S(=O)(=O)([O-])[O-].[NH4+].[NH4+] (ammonium sulfate), Cl[Si](C)(C)C (chlorotrimethylsilane), N1C(=O)NC(=O)C(C)=C1 (thymine). Run in C(C)(=O)OCC (ethyl acetate), ClC(C)Cl (dichloroethane), C[Si](N[Si](C)(C)C)(C)C (hexamethyldisilazane). Conditions: temperature 145 celsius. The product is COC1CCC(O1)N1C(=O)NC(=O)C(C)=C1 (1-(5-Methoxytetrahydro-2-furyl) thymine). RXN SMILES: [NH:1]1[CH:9]=[C:7]([CH3:8])[C:5](=[O:6])[NH:4][C:2]1=[O:3].S([O-])([O-])(=O)=O.[NH4+].[NH4+].Cl[Si](C)(C)C.[CH3:22][O:23][CH:24]1[CH2:28][CH2:27][CH:26](OC)[O:25]1.[Sn](Cl)(Cl)(Cl)Cl>C[Si](C)(C)N[Si](C)(C)C.ClC(Cl)C.C(OCC)(=O)C>[CH3:22][O:23][CH:24]1[O:25][CH:26]([N:1]2[CH:9]=[C:7]([CH3:8])[C:5](=[O:6])[NH:4][C:2]2=[O:3])[CH2:27][CH2:28]1 |f:1.2.3|. Procedure: To a suspension of thymine (2.5 g, 20 mmol) in hexamethyldisilazane (30 mL) was added ammonium sulfate (50 mg) and chlorotrimethylsilane (0.5 mL) and the mixture was heated at 145° C. for 4 hr under nitrogen. The excess hexamethyldisilazane was removed at reduced pressure, and the residual oil was dissolved in xylene and evaporated in vacuo to give a colorless viscous oil. To this silylated thymine in dichloroethane (40 mL) was added 2,5-dimethoxytetrahydrofuran (7 mL). After cooling the solutio... Reactants: CC1(OB(OC1(C)C)C=1C=NNC1)C (4-(4,4,5,5-tetramethyl-1,3,2-dioxaborolan-2-yl)-1H-pyrazole), Cl.ClCCN1CCOCC1 (4-(2-chloroethyl)morpholine hydrochloride), C([O-])([O-])=O.[Cs+].[Cs+] (cesium carbonate). The solvent is C(C)(=O)OCC (ethyl acetate), C(C)#N (acetonitrile). Reaction conditions: temperature 90 celsius, time 8 hour. Yields the product CC1(OB(OC1(C)C)C=1C=NN(C1)CCN1CCOCC1)C (4-{2-[4-(4,4,5,5-tetramethyl-1,3,2-dioxaborolan-2-yl)-1H-pyrazol-1-yl]ethyl}morpholine). As a reaction SMILES: [CH3:1][C:2]1([CH3:14])[C:6]([CH3:8])([CH3:7])[O:5][B:4]([C:9]2[CH:10]=[N:11][NH:12][CH:13]=2)[O:3]1.Cl.Cl[CH2:17][CH2:18][N:19]1[CH2:24][CH2:23][O:22][CH2:21][CH2:20]1.C(=O)([O-])[O-].[Cs+].[Cs+]>C(#N)C.C(OCC)(=O)C>[CH3:1][C:2]1([CH3:14])[C:6]([CH3:7])([CH3:8])[O:5][B:4]([C:9]2[CH:13]=[N:12][N:11]([CH2:17][CH2:18][N:19]3[CH2:24][CH2:23][O:22][CH2:21][CH2:20]3)[CH:10]=2)[O:3]1 |f:1.2,3.4.5|. Reported procedure: A mixture of 4-(4,4,5,5-tetramethyl-1,3,2-dioxaborolan-2-yl)-1H-pyrazole (50 mg, 0.2 mmol), 4-(2-chloroethyl)morpholine hydrochloride (252 mg, 0.28 mmole, Aldrich, Cat. No. C42203), cesium carbonate (250 mg, 0.77 mmol) in acetonitrile (1 mL) in a sealed reaction vial was stirred at 90° C. overnight. LC/MS showed it worked well. After cooling it was diluted with ethyl acetate. Then the organic solution was washed with water, brine; dried over Na2SO4. After filtration the filtrate was concentrated... The reactants are CC1([C@@H]2C[C@H]1C(=O)C=C2)C ((+)-apoverbenone), CC(CCCCCC)(C)C=1C=C(C=C(O)C1)O (5-(1,1-dimethylheptyl)resorcinol), [Cl-].[Al+3].[Cl-].[Cl-] (aluminum chloride). Run in ClCCl (dichloromethane). Yields the product OC1=CC(=CC=2OC([C@H]3[C@H](C21)CC(CC3)=O)(C)C)C(CCCCCC)(C)C ((-)-trans-1-hydroxy-3-(1,1-dimethylheptyl)-6,6-dimethyl-6,6a,7,8,10,10a-hexahydro-9H-dibenzo[b,d]-pyran-9-one). As a reaction SMILES: [CH3:1][C:2]1([CH3:10])[C@@H:5]2[C:6]([CH:8]=[CH:9][C@H:3]1[CH2:4]2)=[O:7].[CH3:11][C:12]([C:20]1[CH:21]=[C:22]([OH:27])[CH:23]=[C:24]([CH:26]=1)[OH:25])([CH3:19])[CH2:13][CH2:14][CH2:15][CH2:16][CH2:17][CH3:18].[Cl-].[Al+3].[Cl-].[Cl-]>ClCCl>[OH:25][C:24]1[C:23]2[C@@H:9]3[CH2:8][C:6](=[O:7])[CH2:5][CH2:4][C@H:3]3[C:2]([CH3:1])([CH3:10])[O:27][C:22]=2[CH:21]=[C:20]([C:12]([CH3:11])([CH3:19])[CH2:13][CH2:14][CH2:15][CH2:16][CH2:17][CH3:18])[CH:26]=1 |f:2.3.4.5|. Reported procedure: The process according to claim 7 wherein (+)-apoverbenone is reacted with about an equimolar quantity of 5-(1,1-dimethylheptyl)resorcinol in dichloromethane in the presence of about an equimolar quantity of aluminum chloride at a temperature of from about -10° C. to about 30° C. for a period of time of from about 48 to about 96 hours to form (-)-trans-1-hydroxy-3-(1,1-dimethylheptyl)-6,6-dimethyl-6,6a,7,8,10,10a-hexahydro-9H-dibenzo[b,d]-pyran-9-one. The reactants are resultant mixture, C=O (formaldehyde), CNC (dimethylamine), C(C)C1(CC(OCC=2C(N3CC=4C(=NC=5C=CC(=CC5C4)O)C3=CC21)=O)=O)O (5-ethyl-5,10-dihydroxy-1,4,5,13-tetrahydro-3H,15H-oxepino[3′,4′:6,7]indolizino[1,2-b]quinoline-3,15-dione). The solvent is C(C)(=O)O (acetic acid). Yields the product CN(C)CC=1C=2C=C3C(=NC2C=CC1O)C1=CC2=C(C(N1C3)=O)COC(CC2(O)CC)=O (11-[(dimethylamino)methyl]-5-ethyl-5,10-dihydroxy-1,4,5,13-tetrahydro-3H,15H-oxepino[3′,4′:6,7]indolizino[1,2-b]quinoline-3,15-dione). Reaction SMILES: [CH2:1]([C:3]1([OH:28])[C:25]2[CH:24]=[C:23]3[N:10]([CH2:11][C:12]4[C:13]3=[N:14][C:15]3[CH:16]=[CH:17][C:18]([OH:22])=[CH:19][C:20]=3[CH:21]=4)[C:9](=[O:26])[C:8]=2[CH2:7][O:6][C:5](=[O:27])[CH2:4]1)[CH3:2].[CH2:29]=O.[CH3:31][NH:32][CH3:33]>C(O)(=O)C>[CH3:31][N:32]([CH2:29][C:19]1[C:20]2[CH:21]=[C:12]3[CH2:11][N:10]4[C:23](=[CH:24][C:25]5[C:3]([CH2:1][CH3:2])([OH:28])[CH2:4][C:5](=[O:27])[O:6][CH2:7][C:8]=5[C:9]4=[O:26])[C:13]3=[N:14][C:15]=2[CH:16]=[CH:17][C:18]=1[OH:22])[CH3:33]. Reported procedure: A suspension of 5-ethyl-5,10-dihydroxy-1,4,5,13-tetrahydro-3H,15H-oxepino[3′,4′:6,7]indolizino[1,2-b]quinoline-3,15-dione (260 mg, 0,69 mmol) in acetic acid (15 ml) is treated with aqueous formaldehyde at 37% (500 μl) and aqueous dimethylamine at 40% (500 μl) and the resultant mixture is agitated at ambient temperature for 16 hours. The reaction mixture is concentrated to dryness and the residue is purified by column chromatography (SiO2, CH2Cl2/MeOH: 100/0 to 90/10) followed by crystallization ... Conditions: time 1 hour. Reagents/catalysts: C=1C=CC(=CC1)[P](C=2C=CC=CC2)(C=3C=CC=CC3)[Pd]([P](C=4C=CC=CC4)(C=5C=CC=CC5)C=6C=CC=CC6)([P](C=7C=CC=CC7)(C=8C=CC=CC8)C=9C=CC=CC9)[P](C=1C=CC=CC1)(C=1C=CC=CC1)C=1C=CC=CC1 (tetrakistriphenylphosphinepalladium). Reactants: BrC=1C=CC2=C(C=C(CCS2(=O)=O)C(=O)NC2=CC=C(C=C2)CN(C2CCOCC2)C)C1 (7-bromo-N-[4-[[N-methyl-N-(tetrahydropyran-4-yl)amino]methyl]phenyl]-1,1-dioxo-2,3-dihydro-1-benzothiepine-4-carboxamide), B(OC1=C(C=C(C=C1)OC)OC)([O-])[O-] (2,4-dimethoxyphenyl borate), C([O-])([O-])=O.[K+].[K+] (potassium carbonate). Product: COC1=C(C=CC(=C1)OC)C=1C=CC2=C(C=C(CCS2(=O)=O)C(=O)NC2=CC=C(C=C2)CN(C2CCOCC2)C)C1 (7-(2,4-dimethoxyphenyl)-N-[4-[[N-methyl-N-(tetrahydropyran-4-yl)amino]methyl]phenyl]-1,1-dioxo-2,3-dihydro-1-benzothiepine-4-carboxamide). As a reaction SMILES: Br[C:2]1[CH:3]=[CH:4][C:5]2[S:11](=[O:13])(=[O:12])[CH2:10][CH2:9][C:8]([C:14]([NH:16][C:17]3[CH:22]=[CH:21][C:20]([CH2:23][N:24]([CH3:31])[CH:25]4[CH2:30][CH2:29][O:28][CH2:27][CH2:26]4)=[CH:19][CH:18]=3)=[O:15])=[CH:7][C:6]=2[CH:32]=1.B([O-])([O-])O[C:35]1[CH:40]=[CH:39][C:38]([O:41][CH3:42])=[CH:37][C:36]=1[O:43][CH3:44].C(=O)([O-])[O-].[K+].[K+]>C1(C)C=CC=CC=1.C(O)C.O.C1C=CC([P]([Pd]([P](C2C=CC=CC=2)(C2C=CC=CC=2)C2C=CC=CC=2)([P](C2C=CC=CC=2)(C2C=CC=CC=2)C2C=CC=CC=2)[P](C2C=CC=CC=2)(C2C=CC=CC=2)C2C=CC=CC=2)(C2C=CC=CC=2)C2C=CC=CC=2)=CC=1>[CH3:42][O:41][C:38]1[CH:37]=[C:36]([O:43][CH3:44])[CH:35]=[CH:40][C:39]=1[C:2]1[CH:3]=[CH:4][C:5]2[S:11](=[O:12])(=[O:13])[CH2:10][CH2:9][C:8]([C:14]([NH:16][C:17]3[CH:22]=[CH:21][C:20]([CH2:23][N:24]([CH3:31])[CH:25]4[CH2:26][CH2:27][O:28][CH2:29][CH2:30]4)=[CH:19][CH:18]=3)=[O:15])=[CH:7][C:6]=2[CH:32]=1 |f:2.3.4,5.6.7,^1:67,69,88,107|. Run in C1(=CC=CC=C1)C.C(C)O.O (toluene ethanol water). Procedure: Under argon atmosphere, a mixture of 7-bromo-N-[4-[[N-methyl-N-(tetrahydropyran-4-yl)amino]methyl]phenyl]-1,1-dioxo-2,3-dihydro-1-benzothiepine-4-carboxamide (300 m), 2,4-dimethoxyphenyl borate (116 mg) and potassium carbonate (160 mg) in toluene/ethanol/water (6/0.6/0.6 ml) was stirred at room temperature for 1 hour. To the mixture was added tetrakistriphenylphosphinepalladium (33 mg), and the mixture was refluxed for 7 hours, cooled, extracted with ethyl acetate, washed with saturated brine, d... Product: NC1=CC(=C(C=C1)C)N1C(C=2C(C1=O)=C(C=CC2)C)=O (N-(4-amino-o-tolyl)-3-methylphthalimide). Reactants: [N+](=O)([O-])C1=CC(=C(C=C1)C)N1C(C=2C(C1=O)=C(C=CC2)C)=O (N-(4-nitro-o-tolyl)-3-methylphthalimide), [H][H] (hydrogen). The solvent is C(C)(=O)OCC (ethyl acetate). The reagents and catalysts are [Ni] (Raney nickel). Procedure details: The mixture of 3.94 g of N-(4-nitro-o-tolyl)-3-methylphthalimide, 200 ml of ethyl acetate and 2.2 g of Raney nickel (pre-washed with water and ethyl acetate) is hydrogenated at 3.1 atm. and room temperature until the hydrogen uptake ceases. It is filtered, evaporated, the residue triturated with chloroform, filtered again, the filtrate evaporated and the residue recrystallized from methanol, to yield the N-(4-amino-o-tolyl)-3-methylphthalimide of the formula ##SPC5## As a reaction SMILES: [N+:1]([C:4]1[CH:9]=[CH:8][C:7]([CH3:10])=[C:6]([N:11]2[C:15](=[O:16])[C:14]3=[C:17]([CH3:21])[CH:18]=[CH:19][CH:20]=[C:13]3[C:12]2=[O:22])[CH:5]=1)([O-])=O.[H][H]>[Ni].C(OCC)(=O)C>[NH2:1][C:4]1[CH:9]=[CH:8][C:7]([CH3:10])=[C:6]([N:11]2[C:15](=[O:16])[C:14]3=[C:17]([CH3:21])[CH:18]=[CH:19][CH:20]=[C:13]3[C:12]2=[O:22])[CH:5]=1. The reactants are ClC1=NC=2C=CC=CC2C2=C1N=C(N2CC2=CC(=NO2)C)COCC (4-chloro-2-(ethoxymethyl)-1-[(3-methylisoxazol-5-yl)methyl]-1H-imidazo[4,5-c]quinoline), N (ammonia). Solvent: CO (methanol). The product is C(C)OCC=1N(C2=C(C(=NC=3C=CC=CC23)N)N1)CC1=CC(=NO1)C (2-(ethoxymethyl)-1-[(3-methylisoxazol-5-yl)methyl]-1H-imidazo[4,5-c]quinolin-4-amine). As a reaction SMILES: Cl[C:2]1[C:11]2[N:12]=[C:13]([CH2:22][O:23][CH2:24][CH3:25])[N:14]([CH2:15][C:16]3[O:20][N:19]=[C:18]([CH3:21])[CH:17]=3)[C:10]=2[C:9]2[CH:8]=[CH:7][CH:6]=[CH:5][C:4]=2[N:3]=1.[NH3:26]>CO>[CH2:24]([O:23][CH2:22][C:13]1[N:14]([CH2:15][C:16]2[O:20][N:19]=[C:18]([CH3:21])[CH:17]=2)[C:10]2[C:9]3[CH:8]=[CH:7][CH:6]=[CH:5][C:4]=3[N:3]=[C:2]([NH2:26])[C:11]=2[N:12]=1)[CH3:25]. Reported procedure: A slurry of 4-chloro-2-(ethoxymethyl)-1-[(3-methylisoxazol-5-yl)methyl]-1H-imidazo[4,5-c]quinoline (4.21 g, 11.8 mmol) in a solution of 7 M ammonia in methanol (50 mL) was heated at 150° C. for 22 hours in a Parr pressure vessel. The volatiles were removed under reduced pressure and the resulting solid was triturated with water. A tan solid was isolated and purified by flash chromatography (silica gel, gradient elution from 9:1 to 1:1 chloroform/CMA) to yield 43.2 mg of pure 2-(ethoxymethyl)-1-[...